This data is from the Open Reaction Database (ORD), a public repository of structured organic reaction records. The task is: describe an organic reaction: reactants, conditions, products, and yield The reactants are CCOC(=O)C=Cc1cccc(Br)c1, CCN, CO, Cl. Product: CCNC(=O)C=Cc1cccc(Br)c1. As a reaction SMILES: [Br:1][c:2]1[cH:3][c:4]([CH:5]=[CH:6][C:7]([O:9][CH2:8][CH3:10])=[O:11])[cH:12][cH:13][cH:14]1.[CH3:15][CH2:16][NH2:17].[CH3:19][OH:20].[ClH:18]>>[Br:1][c:2]1[cH:3][c:4]([CH:5]=[CH:6][C:7](=[O:9])[NH:17][CH2:16][CH3:15])[cH:12][cH:13][cH:14]1. Reactants: FC(OC1=CC=C(C=C1)S(=O)(=O)N1CC2=C(NC3=C1C(=CC=C3)C#C[Si](C)(C)C)N=C(C=C2)C(F)(F)F)(F)F (6-{[4-(trifluoromethoxy)phenyl]sulfonyl}-2-(trifluoromethyl)-7-[(trimethylsilyl)ethynyl]-6,11-dihydro-5H-pyrido[2,3-b][1,5]benzodiazepine), C(=O)([O-])[O-].[K+].[K+] (K2CO3). The solvent is CO (MeOH), O (H2O). Run at time 1.5 hour. Yields the product C(#C)C1=CC=CC2=C1N(CC1=C(N2)N=C(C=C1)C(F)(F)F)S(=O)(=O)C1=CC=C(C=C1)OC(F)(F)F (7-Ethynyl-6-{[4-(trifluoromethoxy)phenyl]sulfonyl}-2-(trifluoromethyl)-6,11-dihydro-5H-pyrido[2,3-b][1,5]benzodiazepine). Reaction SMILES: [F:1][C:2]([F:39])([F:38])[O:3][C:4]1[CH:9]=[CH:8][C:7]([S:10]([N:13]2[C:19]3[C:20]([C:24]#[C:25][Si](C)(C)C)=[CH:21][CH:22]=[CH:23][C:18]=3[NH:17][C:16]3[N:30]=[C:31]([C:34]([F:37])([F:36])[F:35])[CH:32]=[CH:33][C:15]=3[CH2:14]2)(=[O:12])=[O:11])=[CH:6][CH:5]=1.C([O-])([O-])=O.[K+].[K+]>CO.O>[C:24]([C:20]1[C:19]2[N:13]([S:10]([C:7]3[CH:8]=[CH:9][C:4]([O:3][C:2]([F:38])([F:39])[F:1])=[CH:5][CH:6]=3)(=[O:12])=[O:11])[CH2:14][C:15]3[CH:33]=[CH:32][C:31]([C:34]([F:37])([F:36])[F:35])=[N:30][C:16]=3[NH:17][C:18]=2[CH:23]=[CH:22][CH:21]=1)#[CH:25] |f:1.2.3|. Procedure: To a suspension of 6-{[4-(trifluoromethoxy)phenyl]sulfonyl}-2-(trifluoromethyl)-7-[(trimethylsilyl)ethynyl]-6,11-dihydro-5H-pyrido[2,3-b][1,5]benzodiazepine (414 mg, 0.75 mmol) in MeOH (40 mL) was added K2CO3 (306 mg, 3.00 mmol). The reaction was stirred at rt for 1.5 h, diluted with H2O, and the product was extracted with EtOAc. The combined organic extracts were washed with H2O, brine, dried over MgSO4, filtered and concentrated. The resulting residue was purified by silica gel chromatography ... Reactants: ClC1=C(C=CC=C1)C1=C2CNC(N(C2=CC(=C1)CO)C1=C(C=CC=C1Cl)Cl)=O (5-(2-chlorophenyl)-1-(2,6-dichlorophenyl)-7-(hydroxymethyl)-3,4-dihydroquinazolin-2(1H)-one), C1(=CC=CC=C1)P(C1=CC=CC=C1)C1=CC=CC=C1 (triphenyl phosphine), C(Br)(Br)(Br)Br (carbon tetrabromide). Solvent: C(C)#N (acetonitrile). Yields the product BrCC1=CC(=C2CNC(N(C2=C1)C1=C(C=CC=C1Cl)Cl)=O)C1=C(C=CC=C1)Cl (7-(bromomethyl)-5-(2-chlorophenyl)-1-(2,6-dichlorophenyl)-3,4-dihydroquinazolin-2(1H)-one). RXN SMILES: [Cl:1][C:2]1[CH:7]=[CH:6][CH:5]=[CH:4][C:3]=1[C:8]1[CH:17]=[C:16]([CH2:18]O)[CH:15]=[C:14]2[C:9]=1[CH2:10][NH:11][C:12](=[O:28])[N:13]2[C:20]1[C:25]([Cl:26])=[CH:24][CH:23]=[CH:22][C:21]=1[Cl:27].C1(P(C2C=CC=CC=2)C2C=CC=CC=2)C=CC=CC=1.C(Br)(Br)(Br)[Br:49]>C(#N)C>[Br:49][CH2:18][C:16]1[CH:15]=[C:14]2[C:9]([CH2:10][NH:11][C:12](=[O:28])[N:13]2[C:20]2[C:25]([Cl:26])=[CH:24][CH:23]=[CH:22][C:21]=2[Cl:27])=[C:8]([C:3]2[CH:4]=[CH:5][CH:6]=[CH:7][C:2]=2[Cl:1])[CH:17]=1. Procedure details: A solution of 5-(2-chlorophenyl)-1-(2,6-dichlorophenyl)-7-(hydroxymethyl)-3,4-dihydroquinazolin-2(1H)-one (500 mg, 1.15 mmol), triphenyl phosphine (363 mg, 1.38 mmol) and carbon tetrabromide (459 mg, 1.38 mmol) in acetonitrile (34 mL) was stirred at rt for 24 h. Removal of the solvent and subsequent purification by flash chromatography using 22% acetone/hexane as eluent provided 7-(bromomethyl)-5-(2-chlorophenyl)-1-(2,6-dichlorophenyl)-3,4-dihydroquinazolin-2(1H)-one as a white solid. 1H NMR (CD... Reactants: COc1ccc(N2CCNCC2)cc1, CCOC(=O)Nc1nc2cc(Cl)ccc2nc1OC. Yields the product COc1ccc(N2CCN(C(=O)Nc3nc4cc(Cl)ccc4nc3OC)CC2)cc1. Reaction SMILES: [CH3:20][O:21][c:22]1[cH:23][cH:24][c:25]([N:28]2[CH2:29][CH2:30][NH:31][CH2:32][CH2:33]2)[cH:26][cH:27]1.[Cl:1][c:2]1[cH:3][c:4]2[n:5][c:6]([NH:14][C:15]([O:16][CH2:17][CH3:18])=[O:19])[c:7]([O:12][CH3:13])[n:8][c:9]2[cH:10][cH:11]1>>[Cl:1][c:2]1[cH:3][c:4]2[n:5][c:6]([NH:14][C:15](=[O:19])[N:31]3[CH2:30][CH2:29][N:28]([c:25]4[cH:24][cH:23][c:22]([O:21][CH3:20])[cH:27][cH:26]4)[CH2:33][CH2:32]3)[c:7]([O:12][CH3:13])[n:8][c:9]2[cH:10][cH:11]1. Starting materials: C(C)N1CCC(C2=CC(=CC(=C12)C(C)O)C(C)C)(C)C (1-Ethyl-6-isopropyl-4,4-dimethyl-1,2,3,4-tetrahydro-quinolin-8-yl-ethan-1-ol), C(C)N1CCC(C2=CC(=CC(=C12)C(C)O)C(C)C)(C)C (1-Ethyl-6-isopropyl-4,4-dimethyl-1,2,3,4-tetrahydro-quinolin-8-yl-ethan-1-ol), C[N+]1(CCOCC1)[O-] (4-methylmorpholine N-oxide), powder, crude mixture. The reagents and catalysts are [Ru](=O)(=O)(=O)[O-].C(CC)[N+](CCC)(CCC)CCC (tetrapropylammonium perruthenate). Solvent: C(Cl)Cl (CH2Cl2). Conditions: temperature 0 celsius. Product: C(C)(C)C=1C=C2C(CCN(C2=C(C1)C(C)O)CCC)(C)C (1-(6-Isopropyl-4,4-dimethyl-1-n-propyl-1,2,3,4-tetrahydro-quinolin-8-yl)-ethanol). As a reaction SMILES: [CH2:1]([N:3]1[C:12]2[C:7](=[CH:8][C:9]([CH:16]([CH3:18])[CH3:17])=[CH:10][C:11]=2[CH:13]([OH:15])[CH3:14])[C:6]([CH3:20])([CH3:19])[CH2:5][CH2:4]1)[CH3:2].[CH3:21][N+]1([O-])CCOCC1>C(Cl)Cl.[Ru]([O-])(=O)(=O)=O.C([N+](CCC)(CCC)CCC)CC>[CH:16]([C:9]1[CH:8]=[C:7]2[C:12](=[C:11]([CH:13]([OH:15])[CH3:14])[CH:10]=1)[N:3]([CH2:1][CH2:2][CH3:21])[CH2:4][CH2:5][C:6]2([CH3:20])[CH3:19])([CH3:18])[CH3:17] |f:3.4|. Procedure: To a solution of 1-(1-ethyl-6-isopropyl-4,4-dimethyl-1,2,3,4-tetrahydro-quinolin-8-yl)-ethan-1-ol (Intermediate 9, 1.50 g, 6.33 mmol) in 15 ml of CH2Cl2 at 0° C. was added 4-methylmorpholine N-oxide (1.48 g, 12.7 mmol), tetrapropylammonium perruthenate (333 mg, 0.95 mmol), and 4 Å molecular sieve powder (150 mg). The mixture was stirred at 0° C. and allowed to warm gradually while being monitored carefullly. As soon as the temperature rose to 25° C., the reaction was re-cooled in an ice bath. Th... Reactants: [H-].[Na+] (sodium hydride), CC=1N=CNC1C(=O)OCC (ethyl 4-methyl-5-imidazolecarboxylate), S(=O)(=O)(OC[C@H]1CN([C@@H]2CC3=CNC4=CC=CC([C@H]2C1)=C34)C)C3=CC=C(C)C=C3 (6-methylergolin-8β-ylmethyl tosylate). Solvent: CN(C=O)C (dimethylformamide). Reaction conditions: time 30 minute. Yields the product CC=1N=CN(C1C(=O)OCC)C[C@H]1CN([C@@H]2CC3=CNC4=CC=CC([C@H]2C1)=C34)C (ethyl 4-methyl-1-(6-methylergolin-8β-ylmethyl)-5-imidazolecarboxylate). RXN SMILES: [H-].[Na+].[CH3:3][C:4]1[N:5]=[CH:6][NH:7][C:8]=1[C:9]([O:11][CH2:12][CH3:13])=[O:10].S(C1C=CC(C)=CC=1)(O[CH2:18][C@@H:19]1[CH2:33][C@H:32]2[C@@H:22]([CH2:23][C:24]3[C:34]4[C:27](=[CH:28][CH:29]=[CH:30][C:31]2=4)[NH:26][CH:25]=3)[N:21]([CH3:35])[CH2:20]1)(=O)=O>CN(C)C=O>[CH3:3][C:4]1[N:5]=[CH:6][N:7]([CH2:18][C@@H:19]2[CH2:33][C@H:32]3[C@@H:22]([CH2:23][C:24]4[C:34]5[C:27](=[CH:28][CH:29]=[CH:30][C:31]3=5)[NH:26][CH:25]=4)[N:21]([CH3:35])[CH2:20]2)[C:8]=1[C:9]([O:11][CH2:12][CH3:13])=[O:10] |f:0.1|. Reported procedure: 1.6 g of 50% sodium hydride in an oil was added in small portions to a mixture of 10 g of ethyl 4-methyl-5-imidazolecarboxylate and 70 ml of dimethylformamide, and the resulting mixture was stirred for 30 minutes. 4.1 g of 6-methylergolin-8β-ylmethyl tosylate was added to the mixture which was then heated on a water bath for 2 hours. The solvent was distilled off under reduced pressure, and the residue was subjected to alumina column chromatography eluting with ethyl acetate to obtain ethyl 4-me... Reactants: FC=1C=C(C=CC1F)C1=NNC2=C1CN(CC2)C(=O)OC(C)(C)C (tert-butyl 3-(3,4-difluorophenyl)-6,7-dihydro-1H-pyrazolo[4,3-c]pyridine-5(4H)-carboxylate), O1CC(CCC1)=O (dihydro-2H-pyran-3(4H)-one), ClC=1C=CC(=C(C(=O)Cl)C1)F (5-chloro-2-fluorobenzoyl chloride). Yields the product ClC=1C=CC(=C(C1)C=1C2=C(NN1)COCC2)F (3-(5-chloro-2-fluorophenyl)-1,4,5,7-tetrahydropyrano[3,4-c]pyrazole). Reaction SMILES: FC1C=C(C2C3CN(C(OC(C)(C)C)=O)CCC=3[NH:11][N:10]=2)C=CC=1F.[O:25]1[CH2:30][CH2:29][CH2:28][C:27](=O)[CH2:26]1.[Cl:32][C:33]1[CH:34]=[CH:35][C:36]([F:42])=[C:37]([CH:41]=1)[C:38](Cl)=O>>[Cl:32][C:33]1[CH:34]=[CH:35][C:36]([F:42])=[C:37]([C:38]2[C:28]3[CH2:29][CH2:30][O:25][CH2:26][C:27]=3[NH:10][N:11]=2)[CH:41]=1. Reported procedure: Intermediate 16C was prepared according to the procedure for the synthesis of intermediate 15 by replacing 1-Boc-4-piperidone with dihydro-2H-pyran-3(4H)-one, and replacing 3,4-difluorobenzoyl chloride with 5-chloro-2-fluorobenzoyl chloride. LCMS (+ESI) m/z=253 [M+H]+. Starting materials: ClC(Cl)Cl, O=C(OO)c1cccc(Cl)c1, CCCCCCOc1ccc(C(=O)Nc2ccccc2Sc2ccccc2-c2nnn[nH]2)cc1. Yields the product CCCCCCOc1ccc(C(=O)Nc2ccccc2S(=O)c2ccccc2-c2nnn[nH]2)cc1. As a reaction SMILES: [CH:46]([Cl:47])([Cl:48])[Cl:49].[Cl:35][c:36]1[cH:37][cH:38][cH:39][c:40]([C:41]([O:42][OH:44])=[O:43])[cH:45]1.[nH:1]1[n:2][n:3][n:4][c:5]1-[c:6]1[c:7]([S:12][c:13]2[c:14]([NH:19][C:20]([c:21]3[cH:22][cH:23][c:24]([O:27][CH2:28][CH2:29][CH2:30][CH2:31][CH2:32][CH3:33])[cH:25][cH:26]3)=[O:34])[cH:15][cH:16][cH:17][cH:18]2)[cH:8][cH:9][cH:10][cH:11]1>>[n:1]1[n:2][n:3][nH:4][c:5]1-[c:6]1[c:7]([S:12]([c:13]2[c:14]([NH:19][C:20]([c:21]3[cH:22][cH:23][c:24]([O:27][CH2:28][CH2:29][CH2:30][CH2:31][CH2:32][CH3:33])[cH:25][cH:26]3)=[O:34])[cH:15][cH:16][cH:17][cH:18]2)=[O:43])[cH:8][cH:9][cH:10][cH:11]1. The reactants are COc1ccc(NC(=O)Cc2ccc([N+](=O)[O-])cc2)cc1, CCO. Yields the product COc1ccc(NC(=O)Cc2ccc(N)cc2)cc1. RXN SMILES: [CH3:1][O:2][c:3]1[cH:4][cH:5][c:6]([NH:9][C:10]([CH2:11][c:12]2[cH:13][cH:14][c:15]([N+:18]([O-:19])=[O:20])[cH:16][cH:17]2)=[O:21])[cH:7][cH:8]1.[CH3:22][CH2:23][OH:24]>>[CH3:1][O:2][c:3]1[cH:4][cH:5][c:6]([NH:9][C:10]([CH2:11][c:12]2[cH:13][cH:14][c:15]([NH2:18])[cH:16][cH:17]2)=[O:21])[cH:7][cH:8]1.